This data is from the Open Reaction Database (ORD), a public repository of structured organic reaction records. The task is: describe an organic reaction: reactants, conditions, products, and yield Reactants: [Al+3], Cc1ccccc1, [Cl-], [Cl-], [Cl-], Nc1ccccc1Cl, ClCCl, N#CCCl, Cl, [Na+], [OH-]. Product: Nc1c(Cl)cccc1C(=O)CCl. As a reaction SMILES: [Al+3:16].[CH3:20][c:21]1[cH:22][cH:23][cH:24][cH:25][cH:26]1.[Cl-:13].[Cl-:14].[Cl-:15].[Cl:1][c:2]1[c:3]([NH2:4])[cH:5][cH:6][cH:7][cH:8]1.[Cl:27][CH2:28][Cl:29].[Cl:9][CH2:10][C:11]#[N:12].[ClH:17].[Na+:19].[OH-:18]>>[Cl:1][c:2]1[c:3]([NH2:4])[c:5]([C:11]([CH2:10][Cl:9])=[O:18])[cH:6][cH:7][cH:8]1.